From a dataset of the Open Reaction Database (ORD), a public repository of structured organic reaction records. describe an organic reaction: reactants, conditions, products, and yield The reactants are O1CCC(CC1)C#N (tetrahydro-2H-pyran-4-carbonitrile), [Li+].C[Si](C)(C)[N-][Si](C)(C)C (LHMDS), IC (Iodomethane). Solvent: C1CCOC1 (THF), Cl (HCl), CCOC(=O)C (EtOAc). Reaction conditions: temperature 0 celsius, time 1.5 hour. Yields the product CC1(CCOCC1)C#N (4-methyltetrahydro-2H-pyran-4-carbonitrile). As a reaction SMILES: [O:1]1[CH2:6][CH2:5][CH:4]([C:7]#[N:8])[CH2:3][CH2:2]1.[Li+].[CH3:10][Si]([N-][Si](C)(C)C)(C)C.IC>C1COCC1.Cl.CCOC(C)=O>[CH3:10][C:4]1([C:7]#[N:8])[CH2:5][CH2:6][O:1][CH2:2][CH2:3]1 |f:1.2|. Procedure: To a solution of tetrahydro-2H-pyran-4-carbonitrile (2 g, 18.00 mmol) in THF (10 mL) at 0-5° C. was slowly added LHMDS (21.59 mL, 21.59 mmol). The mixture was stirred for 1.5 hr 0° C. Iodomethane (3.37 mL, 54.0 mmol) was added slowly and stirring was continued for 30 min at ˜0° C. and ˜2 hr at ambient temperature. The mixture was cooled to 0° C. and carefully diluted with 1N aqueous HCl (30 mL) and EtOAc (5 mL) and concentrated. The resulting residue was taken up in diethylether and the separate... The reactants are N(=O)[O-].[Na+] (sodium nitrite), N[C@@H](C(=O)O)CC1CCCCC1 ((R)-α-aminocyclohexanepropionic acid), [Br-].[K+] (potassium bromide), S(O)(O)(=O)=O (sulphuric acid). The solvent is O (water), O (water). Conditions: temperature 0 celsius, time 5 hour. Product: Br[C@@H](C(=O)O)CC1CCCCC1 ((R)-α-bromocyclohexanepropionic acid). Yield: 27.4%. RXN SMILES: N([O-])=O.[Na+].N[C@H:6]([CH2:10][CH:11]1[CH2:16][CH2:15][CH2:14][CH2:13][CH2:12]1)[C:7]([OH:9])=[O:8].[Br-:17].[K+].S(=O)(=O)(O)O>O>[Br:17][C@H:6]([CH2:10][CH:11]1[CH2:16][CH2:15][CH2:14][CH2:13][CH2:12]1)[C:7]([OH:9])=[O:8] |f:0.1,3.4|. Reported procedure: A solution of sodium nitrite (0.45 g, 6.5 mmol) in water (1.2 ml) was added dropwise at 0° C. over 4 hours to a stirred mixture of (R)-α-aminocyclohexanepropionic acid (1 g, 5.8 mmol), potassium bromide (2.3 g, 19.2 mmol) and concentrated sulphuric acid (0.66 ml) in water (7 ml). The mixture was stirred for 5 hours at 0° C. then at ambient temperature for 16 hours. The product was extracted into diethyl ether (4×20 ml) then the combined ethereal layers were washed with saturated aqueous sodium c... The reactants are ClC1=C(C=C(C=C1)F)B(O)O (2-chloro-5-fluorophenyl-boronic acid), C(C)OC(=O)C=1SC=2N=C(C(=C3N(C(NC1C23)=O)C2=CC=NC=C2)C#N)Cl (7-chloro-6-cyano-4-oxo-5-pyridin-4-yl-4,5-dihydro-3H-1-thia-3,5,8-triaza-acenaphthylene-2-carboxylic acid ethyl ester), 3a, O1CCOCC1 (1,4-dioxane). Reagents/catalysts: C=1C=CC(=CC1)[P](C=2C=CC=CC2)(C=3C=CC=CC3)[Pd]([P](C=4C=CC=CC4)(C=5C=CC=CC5)C=6C=CC=CC6)([P](C=7C=CC=CC7)(C=8C=CC=CC8)C=9C=CC=CC9)[P](C=1C=CC=CC1)(C=1C=CC=CC1)C=1C=CC=CC1 (Pd(Ph3P)4). The solvent is C(=O)(O)[O-].[Na+] (NaHCO3), C(=O)(O)[O-].[Na+] (NaHCO3). Yields the product C(C)OC(=O)C=1SC=2N=C(C(=C3N(C(NC1C23)=O)C2=CC=NC=C2)C#N)C2=C(C=CC(=C2)F)Cl (7-(2-chloro-5-fluoro-phenyl)-6-cyano-4-oxo-5-pyridin-4-yl-4,5-dihydro-3H-1-thia-3,5,8-triaza-acenaphthylene-2-carboxylic acid ethyl ester), 15. As a reaction SMILES: [CH2:1]([O:3][C:4]([C:6]1[S:7][C:8]2[N:9]=[C:10](Cl)[C:11]([C:25]#[N:26])=[C:12]3[C:17]=2[C:16]=1[NH:15][C:14](=[O:18])[N:13]3[C:19]1[CH:24]=[CH:23][N:22]=[CH:21][CH:20]=1)=[O:5])[CH3:2].[Cl:28][C:29]1[CH:34]=[CH:33][C:32]([F:35])=[CH:31][C:30]=1B(O)O.O1CCOCC1>C([O-])(O)=O.[Na+].C1C=CC([P]([Pd]([P](C2C=CC=CC=2)(C2C=CC=CC=2)C2C=CC=CC=2)([P](C2C=CC=CC=2)(C2C=CC=CC=2)C2C=CC=CC=2)[P](C2C=CC=CC=2)(C2C=CC=CC=2)C2C=CC=CC=2)(C2C=CC=CC=2)C2C=CC=CC=2)=CC=1>[CH2:1]([O:3][C:4]([C:6]1[S:7][C:8]2[N:9]=[C:10]([C:34]3[CH:33]=[C:32]([F:35])[CH:31]=[CH:30][C:29]=3[Cl:28])[C:11]([C:25]#[N:26])=[C:12]3[C:17]=2[C:16]=1[NH:15][C:14](=[O:18])[N:13]3[C:19]1[CH:20]=[CH:21][N:22]=[CH:23][CH:24]=1)=[O:5])[CH3:2] |f:3.4,^1:53,55,74,93|. Procedure: 7-chloro-6-cyano-4-oxo-5-pyridin-4-yl-4,5-dihydro-3H-1-thia-3,5,8-triaza-acenaphthylene-2-carboxylic acid ethyl ester Compound 3a (537 mg, 1.35 mmol), prepared using the procedure of Example 1, was combined with 2-chloro-5-fluorophenyl-boronic acid (468 mg, 2.69 mmol), Pd(Ph3P)4 (156 mg, 0.135 mmol), sat'd NaHCO3 (15 mL) and 1,4-dioxane (40 mL). The reaction mixture was refluxed for 2 hrs then diluted with sat'd NaHCO3 and extracted with EtOAc. The organic layer was dried (MgSO4) and evaporated.... Reactants: O=C(O)c1ccc(Br)nc1, Cc1cc(C#N)cnc1N1CCNCC1. The product is Cc1cc(C#N)cnc1N1CCN(C(=O)c2ccc(Br)nc2)CC1. RXN SMILES: [Br:1][c:2]1[n:3][cH:4][c:5]([C:6](=[O:7])[OH:8])[cH:9][cH:10]1.[CH3:11][c:12]1[c:13]([N:20]2[CH2:21][CH2:22][NH:23][CH2:24][CH2:25]2)[n:14][cH:15][c:16]([C:17]#[N:18])[cH:19]1>>[Br:1][c:2]1[n:3][cH:4][c:5]([C:6](=[O:8])[N:23]2[CH2:22][CH2:21][N:20]([c:13]3[c:12]([CH3:11])[cH:19][c:16]([C:17]#[N:18])[cH:15][n:14]3)[CH2:25][CH2:24]2)[cH:9][cH:10]1.